This data is from the Open Reaction Database (ORD), a public repository of structured organic reaction records. The task is: describe an organic reaction: reactants, conditions, products, and yield The reactants are FC=1C=C(C(C(=O)O)=CC1)N (4-fluoroanthranilic acid), FC(C1=CC=C(C(=O)F)C=C1)(F)F (p-trifluoromethylbenzoyl fluoride). The product is FC1=CC2=C(C(OC(=N2)C2=CC=C(C=C2)C(F)(F)F)=O)C=C1 (7-fluoro-2-(p-trifluoromethylphenyl)-4H-3,1-benzoxazin-4-one). Yield: 91.3%. RXN SMILES: [F:1][C:2]1[CH:3]=[C:4]([NH2:11])[C:5](=[CH:9][CH:10]=1)[C:6]([OH:8])=[O:7].[F:12][C:13]([F:24])([F:23])[C:14]1[CH:22]=[CH:21][C:17]([C:18](F)=O)=[CH:16][CH:15]=1>>[F:1][C:2]1[CH:10]=[CH:9][C:5]2[C:6](=[O:8])[O:7][C:18]([C:17]3[CH:16]=[CH:15][C:14]([C:13]([F:12])([F:23])[F:24])=[CH:22][CH:21]=3)=[N:11][C:4]=2[CH:3]=1. Reported procedure: When the reaction conditions of Example 1 are employed but 11.6 g of 4-fluoroanthranilic acid and 14.4 g of p-trifluoromethylbenzoyl fluoride are used, 21.1 g (91%) of 7-fluoro-2-(p-trifluoromethylphenyl)-4H-3,1-benzoxazin-4-one of melting point 137°-139° C. are obtained. The reactants are C(C)(=O)N1C(CC2=CC=CC=C12)C1=NOC(=N1)CCC (1-acetyl-2,3-dihydro-2-(5-propyl-1,2,4-oxadiazol-3-yl)-1H-indole), [OH-].[Na+] (NaOH). The solvent is C(Cl)Cl (DCM), C(C)O (ethanol). Run at temperature 57.5 celsius. The product is C(CC)C1=NC(=NO1)C1NC2=CC=CC=C2C1 (2,3-dihydro-2-(5-propyl-1,2,4-oxadiazol-3-yl)-1H-indole). The yield is 56.1%. Reaction SMILES: C([N:4]1[C:12]2[C:7](=[CH:8][CH:9]=[CH:10][CH:11]=2)[CH2:6][CH:5]1[C:13]1[N:17]=[C:16]([CH2:18][CH2:19][CH3:20])[O:15][N:14]=1)(=O)C.[OH-].[Na+]>C(O)C.C(Cl)Cl>[CH2:18]([C:16]1[O:15][N:14]=[C:13]([CH:5]2[CH2:6][C:7]3[C:12](=[CH:11][CH:10]=[CH:9][CH:8]=3)[NH:4]2)[N:17]=1)[CH2:19][CH3:20] |f:1.2|. Procedure details: A solution of compound 89 (0.0035 mole) in ethanol (60 ml) was treated with 3M NaOH (60 ml), and the reaction mix was heated to 55-60° C. for 5.5 hours. The reaction was rapidly cooled in an ice bath, diluted with DCM, and treated with cold distilled water. The layers were separated and the aqueous fraction was extracted three times with DCM. The organic fractions were combined, washed once with 1M NaOH, and dried over Na2SO4 and concentrated in vacuo. The residue was purified by prep column chr... Reactants: COc1cc2c(O)ncnc2cc1OCc1ccccc1, Cc1ccccc1, O=P(Cl)(Cl)Cl. Yields the product COc1cc2c(Cl)ncnc2cc1OCc1ccccc1. RXN SMILES: [CH2:1]([c:2]1[cH:3][cH:4][cH:5][cH:6][cH:7]1)[O:8][c:9]1[c:10]([O:20][CH3:21])[cH:11][c:12]2[c:13]([OH:19])[n:14][cH:15][n:16][c:17]2[cH:18]1.[CH3:27][c:28]1[cH:29][cH:30][cH:31][cH:32][cH:33]1.[P:22]([Cl:23])([Cl:24])([Cl:25])=[O:26]>>[CH2:1]([c:2]1[cH:3][cH:4][cH:5][cH:6][cH:7]1)[O:8][c:9]1[c:10]([O:20][CH3:21])[cH:11][c:12]2[c:13]([Cl:24])[n:14][cH:15][n:16][c:17]2[cH:18]1.